From a dataset of the Open Reaction Database (ORD), a public repository of structured organic reaction records. describe an organic reaction: reactants, conditions, products, and yield Reactants: C(C)OC(C(C(=O)O)CCCCOCCC1CCCCC1)=O ([4-(2-cyclohexylethoxy)-butyl]-malonic acid ethyl ester), C=O (paraformaldehyde), N1CCCCC1 (piperidine). The solvent is N1=CC=CC=C1 (pyridine). Product: C(C)OC(C(CCCCOCCC1CCCCC1)=C)=O (6-(2-Cyclohexylethoxy)-2-methylenehexanoic acid ethyl ester). As a reaction SMILES: [CH2:1]([O:3][C:4](=[O:22])[CH:5]([CH2:9][CH2:10][CH2:11][CH2:12][O:13][CH2:14][CH2:15][CH:16]1[CH2:21][CH2:20][CH2:19][CH2:18][CH2:17]1)[C:6](O)=O)[CH3:2].C=O.N1CCCCC1>N1C=CC=CC=1>[CH2:1]([O:3][C:4](=[O:22])[C:5](=[CH2:6])[CH2:9][CH2:10][CH2:11][CH2:12][O:13][CH2:14][CH2:15][CH:16]1[CH2:17][CH2:18][CH2:19][CH2:20][CH2:21]1)[CH3:2]. Procedure: 11.2 g of 6-(2-cyclohexylethoxy)-2-methylenehexanoic acid ethyl ester, in the form of a nearly colourless oil, which is purified by chromatography on silica gel (migrating agent: 9:1 petroleum ether/ethyl acetate), are obtained by the procedure described in Example 1b from 16.5 g of [4-(2-cyclohexylethoxy)-butyl]-malonic acid ethyl ester, 1.97 g of paraformaldehyde, 12 ml of pyridine and 0.7 ml of piperidine. Reactants: C(C)(C)(C)OC(NC1=NC(=CC=C1)CF)=O ((6-fluoromethyl-pyridin-2-yl)-carbamic acid tert-butyl ester), [OH-].[Na+] (NaOH). Run in Cl (HCl). Reaction conditions: temperature 100 celsius, time 6 hour. Yields the product FCC1=CC=CC(=N1)N (6-fluoromethyl-pyridin-2-ylamine). Yield: 73.8%. RXN SMILES: C(OC(=O)[NH:7][C:8]1[CH:13]=[CH:12][CH:11]=[C:10]([CH2:14][F:15])[N:9]=1)(C)(C)C.[OH-].[Na+]>Cl>[F:15][CH2:14][C:10]1[N:9]=[C:8]([NH2:7])[CH:13]=[CH:12][CH:11]=1 |f:1.2|. Procedure details: A suspension of (6-fluoromethyl-pyridin-2-yl)-carbamic acid tert-butyl ester (0.10 g, 0.43 mmol) in 6N HCl (2.00 ml) was warmed to 100° C. and stirred for 6 h. The clear solution was then cooled to room temperature and neutralized with 5N NaOH. The aqueousaqueous phase was extracted several times with dichloromethane. The combined organic phases were dried over sodium sulfate and evaporated to yield 6-fluoromethyl-pyridin-2-ylamine (0.04 g, 78%) as colorless oil, which was used crude. The reactants are OC1=C2N(C(=NC1=O)CC1(CCCC1)C1=CC=CC3=CC=CC=C13)CCNC2=O (9-hydroxy-6-(1-naphthalen-1-yl-cyclopentylmethyl)-3,4-dihydro-2H-pyrazino[1,2-c]pyrimidine-1,8-dione), C(C1=CC=CC=C1)OC1=C2N(C(=NC1=O)CC1(CCCC1)C1=CC=CC3=CC=CC=C13)CCN(C2=O)C2CC2 (9-benzyloxy-2-cyclopropyl-6-(1-naphthalen-1-yl-cyclopentylmethyl)-3,4-dihydro-2H-pyrazino[1,2-c]pyrimidine-1,8-dione), white solid. The product is C1(CC1)N1C(C=2N(C(=NC(C2O)=O)CC2(CCCC2)C2=CC=CC3=CC=CC=C23)CC1)=O (2-Cyclopropyl-9-hydroxy-6-(1-naphthalen-1-yl-cyclopentylmethyl)-3,4-dihydro-2H-pyrazino[1,2-c]pyrimidine-1,8-dione). Reaction SMILES: OC1C(=O)N=C(CC2(C3C4C(=CC=CC=4)C=CC=3)CCCC2)N2CCNC(=O)C=12.C([O:37][C:38]1[C:43](=[O:44])[N:42]=[C:41]([CH2:45][C:46]2([C:51]3[C:60]4[C:55](=[CH:56][CH:57]=[CH:58][CH:59]=4)[CH:54]=[CH:53][CH:52]=3)[CH2:50][CH2:49][CH2:48][CH2:47]2)[N:40]2[CH2:61][CH2:62][N:63]([CH:66]3[CH2:68][CH2:67]3)[C:64](=[O:65])[C:39]=12)C1C=CC=CC=1>>[CH:66]1([N:63]2[CH2:62][CH2:61][N:40]3[C:41]([CH2:45][C:46]4([C:51]5[C:60]6[C:55](=[CH:56][CH:57]=[CH:58][CH:59]=6)[CH:54]=[CH:53][CH:52]=5)[CH2:47][CH2:48][CH2:49][CH2:50]4)=[N:42][C:43](=[O:44])[C:38]([OH:37])=[C:39]3[C:64]2=[O:65])[CH2:67][CH2:68]1. Procedure: This compound was prepared by following the same method as described for pure 9-hydroxy-6-(1-naphthalen-1-yl-cyclopentylmethyl)-3,4-dihydro-2H-pyrazino[1,2-c]pyrimidine-1,8-dione (349) from 9-benzyloxy-2-cyclopropyl-6-(1-naphthalen-1-yl-cyclopentylmethyl)-3,4-dihydro-2H-pyrazino[1,2-c]pyrimidine-1,8-dione (356) (100 mg, 0.18 mmol). The yield was 40 mg, 52% of a white solid.